From a dataset of the Open Reaction Database (ORD), a public repository of structured organic reaction records. describe an organic reaction: reactants, conditions, products, and yield The reactants are ClCCCl (1,2-Dichloroethane), N(=[N+]=[N-])C1=C(C(=O)OC)C=C(N=C1C1=CC=C(C=C1)[N+](=O)[O-])Br (methyl 3-azido-6-bromo-2-(4-nitrophenyl)isonicotinate), crude mixture. The reagents and catalysts are CCCCCCCC(=O)O.CCCCCCCC(=O)O.CCCCCCCC(=O)O.CCCCCCCC(=O)O.[Rh].[Rh] (rhodium octanoate dimer). The solvent is C1CCOC1 (THF). Run at temperature 80 celsius. Product: BrC=1C=C(C=2NC=3C=C(C=CC3C2N1)[N+](=O)[O-])C(=O)OC (methyl 2-bromo-7-nitro-5H-pyrido[3,2-b]indole-4-carboxylate). Isolated yield 670.0%. Reaction SMILES: ClCCCl.[N:5]([C:8]1[C:17]([C:18]2[CH:23]=[CH:22][C:21]([N+:24]([O-:26])=[O:25])=[CH:20][CH:19]=2)=[N:16][C:15]([Br:27])=[CH:14][C:9]=1[C:10]([O:12][CH3:13])=[O:11])=[N+]=[N-]>C1COCC1.CCCCCCCC(O)=O.CCCCCCCC(O)=O.CCCCCCCC(O)=O.CCCCCCCC(O)=O.[Rh].[Rh]>[Br:27][C:15]1[CH:14]=[C:9]([C:10]([O:12][CH3:13])=[O:11])[C:8]2[NH:5][C:19]3[CH:20]=[C:21]([N+:24]([O-:26])=[O:25])[CH:22]=[CH:23][C:18]=3[C:17]=2[N:16]=1 |f:3.4.5.6.7.8|. Procedure details: 1,2-Dichloroethane (30 mL) was added to a mixture of methyl 3-azido-6-bromo-2-(4-nitrophenyl)isonicotinate (6.5 g, 17 2 mmol), rhodium octanoate dimer (0.669 g, 0.859 mmol) and crushed 4A° molecular sieves (6.5 g). The reaction heated at 80° C. for 14 hr. The crude mixture was diluted with THF and filtered. The collected solid were then extracted with additional hot THF. The solvents were removed from the combined filtrates and the residue was suspended in methanol, filtered and air dried to lea...